From a dataset of the Open Reaction Database (ORD), a public repository of structured organic reaction records. describe an organic reaction: reactants, conditions, products, and yield Starting materials: Cl.N1C=NC(=C1)CC(=O)O (2-(1H-imidazol-4-yl)acetic acid hydrochloride), O=S(Cl)Cl (SOCl2), CO (methanol). Yields the product Cl.N1C=NC(=C1)CC(=O)OC (methyl 2-(1H-imidazol-4-yl)acetate hydrochloride). As a reaction SMILES: Cl.[NH:2]1[CH:6]=[C:5]([CH2:7][C:8]([OH:10])=[O:9])[N:4]=[CH:3]1.O=S(Cl)[Cl:13].[CH3:15]O>>[ClH:13].[NH:2]1[CH:6]=[C:5]([CH2:7][C:8]([O:10][CH3:15])=[O:9])[N:4]=[CH:3]1 |f:0.1,4.5|. Procedure: To a solution of 2-(1H-imidazol-4-yl)acetic acid hydrochloride (200 mg, 1.23 mmol) in methanol (5 ml) was added SOCl2 (145 mg, 1.23 mmol). The reaction mixture was concentrated after two hours to give the desired product. LC-MS: m/z (M+H)=141.1 Reactants: O1C2=C(NCC1)C=CC(=C2)S(=O)(=O)Cl (3,4-dihydro-2H-benzo[b][1,4]oxazine-7-sulfonyl chloride), S1N=CN=C1N (1,2,4-thiadiazol-5-amine), C1CCOC1 (THF), [OH-].[Na+] (sodium hydroxide). Run in Cl (HCl). Reaction conditions: time 45 minute. Product: S1N=CN=C1NS(=O)(=O)C=1C=CC2=C(OCCN2)C1 (N-(1,2,4-thiadiazol-5-yl)-3,4-dihydro-2H-benzo[b][1,4]oxazine-7-sulfonamide). Yield: 34.9%. As a reaction SMILES: [O:1]1[CH2:6][CH2:5][NH:4][C:3]2[CH:7]=[CH:8][C:9]([S:11](Cl)(=[O:13])=[O:12])=[CH:10][C:2]1=2.[S:15]1[C:19]([NH2:20])=[N:18][CH:17]=[N:16]1.C1COCC1.[OH-].[Na+]>Cl>[S:15]1[C:19]([NH:20][S:11]([C:9]2[CH:8]=[CH:7][C:3]3[NH:4][CH2:5][CH2:6][O:1][C:2]=3[CH:10]=2)(=[O:13])=[O:12])=[N:18][CH:17]=[N:16]1 |f:3.4|. Procedure details: A vial was charged with 3,4-dihydro-2H-benzo[b][1,4]oxazine-7-sulfonyl chloride (from HangZhou Trylead Chemical, Hangzhou, China) (74.42 mg, 0.318 mmol), 1,2,4-thiadiazol-5-amine (70.9 mg, 0.701 mmol), and THF (1991 μL) to give a cloudy solution. The vial was cooled in an ice-bath for 5 min, then sodium hydroxide (6N aq.) (117 μL, 0.701 mmol) was added dropwise. After 45 min, the mixture was allowed to warm to room temperature with the bath. The mixture was diluted with 1N aq. HCl and extracted ... Starting materials: CC[C@@H]1[C@@]([C@@H]([C@H](C(=O)[C@@H](C[C@@]([C@@H]([C@H]([C@@H]([C@H](C(=O)O1)C)O[C@H]2C[C@@]([C@H]([C@@H](O2)C)O)(C)OC)C)O[C@H]3[C@@H]([C@H](C[C@H](O3)C)N(C)C)O)(C)O)C)C)O)(C)O (erythromycin A), CC(=O)OC(=O)C (Ac2O). Run in C(Cl)Cl (CH2Cl2). Conditions: temperature 0 celsius, time 3 hour. Yields the product CC[C@@H]1[C@@]([C@@H]([C@H](C(=O)[C@@H](C[C@@]([C@@H]([C@H]([C@@H]([C@H](C(=O)O1)C)O[C@H]2C[C@@]([C@H]([C@@H](O2)C)O)(C)OC)C)O[C@H]3[C@@H]([C@H](C[C@H](O3)C)N(C)C)OC(=O)C)(C)O)C)C)O)(C)O (2'-O-Acetyl-erythromycin A). As a reaction SMILES: [CH3:1][CH2:2][C@H:3]1[O:18][C:16](=[O:17])[C@H:15]([CH3:19])[C@@H:14]([O:20][C@@H:21]2[O:26][C@@H:25]([CH3:27])[C@H:24]([OH:28])[C@@:23]([O:30][CH3:31])([CH3:29])[CH2:22]2)[C@H:13]([CH3:32])[C@@H:12]([O:33][C@@H:34]2[O:39][C@H:38]([CH3:40])[CH2:37][C@H:36]([N:41]([CH3:43])[CH3:42])[C@H:35]2[OH:44])[C@@:11]([OH:46])([CH3:45])[CH2:10][C@@H:9]([CH3:47])[C:7](=[O:8])[C@H:6]([CH3:48])[C@@H:5]([OH:49])[C@@:4]1([OH:51])[CH3:50].[CH3:52][C:53](OC(C)=O)=[O:54]>C(Cl)Cl>[CH3:1][CH2:2][C@H:3]1[O:18][C:16](=[O:17])[C@H:15]([CH3:19])[C@@H:14]([O:20][C@@H:21]2[O:26][C@@H:25]([CH3:27])[C@H:24]([OH:28])[C@@:23]([O:30][CH3:31])([CH3:29])[CH2:22]2)[C@H:13]([CH3:32])[C@@H:12]([O:33][C@@H:34]2[O:39][C@H:38]([CH3:40])[CH2:37][C@H:36]([N:41]([CH3:42])[CH3:43])[C@H:35]2[O:44][C:53]([CH3:52])=[O:54])[C@@:11]([OH:46])([CH3:45])[CH2:10][C@@H:9]([CH3:47])[C:7](=[O:8])[C@H:6]([CH3:48])[C@@H:5]([OH:49])[C@@:4]1([OH:51])[CH3:50]. Procedure: To erythromycin A (2.674 mmol) dissolved in 100 mL of CH2Cl2 at ambient temperature and then cooled to 0° C. was added 1.1 equivalents of Ac2O (0.28 mL). The reaction mixture was allowed to warm to ambient temperature, stirred for 3 hours and extracted with CH2Cl2. The combined organic extracts were washed once with 8% sodium bicarbonate solution, tarice with water and once with brine, dried over Na2SO4 and concentrated in vacuo to afford the crude product as a white powder. Recrystallization fr... Starting materials: FC1=CC=C(C(=O)N)C=C1 (4-fluorobenzamide), ClC(=O)SCl (chlorocarbonyl sulfenyl chloride). Run in C1(=CC=CC=C1)C (toluene). Conditions: temperature 60 celsius. Product: FC1=CC=C(C=C1)C1=NSC(O1)=O (5(4-fluorophenyl)-1,3,4-oxathiazol-2-one), solid. The yield is 56.0%. As a reaction SMILES: [F:1][C:2]1[CH:10]=[CH:9][C:5]([C:6]([NH2:8])=[O:7])=[CH:4][CH:3]=1.Cl[C:12]([S:14]Cl)=[O:13]>C1(C)C=CC=CC=1>[F:1][C:2]1[CH:10]=[CH:9][C:5]([C:6]2[O:7][C:12](=[O:13])[S:14][N:8]=2)=[CH:4][CH:3]=1. Procedure details: To a stirred suspension of 4-fluorobenzamide (70.00 g, 503.1 mmol) in toluene (900 mL) was added chlorocarbonyl sulfenyl chloride (83.0 mL, 1.00 mol). The mixture was heated overnight at 60° C. and concentrated. The resulting tan solid was triturated with methylene chloride (200 mL), collected by suction filtration and rinsed with additional methylene chloride (4×70 mL). The crude product was impregnated onto silica (100 g) and chromatographed in a large filter funnel dry loaded with silica usin... The reactants are O=C1CCC(=O)N1Br, CC#N, Fc1cccc(NCc2ccc(Cl)cc2)n1, [Na+], [Na+], O=S([O-])([O-])=S. Yields the product Fc1nc(NCc2ccc(Cl)cc2)ccc1Br. RXN SMILES: [Br:17][N:18]1[C:19](=[O:20])[CH2:21][CH2:22][C:23]1=[O:24].[CH3:32][C:33]#[N:34].[Cl:1][c:2]1[cH:3][cH:4][c:5]([CH2:6][NH:7][c:8]2[n:9][c:10]([F:14])[cH:11][cH:12][cH:13]2)[cH:15][cH:16]1.[Na+:30].[Na+:31].[S:25]([O-:26])([O-:27])(=[O:28])=[S:29]>>[Cl:1][c:2]1[cH:3][cH:4][c:5]([CH2:6][NH:7][c:8]2[n:9][c:10]([F:14])[c:11]([Br:17])[cH:12][cH:13]2)[cH:15][cH:16]1. Starting materials: N#Cc1ccc(C(=O)CBr)cc1, Cc1ccccc1, CCOC(=O)CC1CCCNC1. The product is CCOC(=O)CC1CCCN(CC(=O)c2ccc(C#N)cc2)C1. RXN SMILES: [Br:1][CH2:2][C:3](=[O:4])[c:5]1[cH:6][cH:7][c:8]([C:9]#[N:10])[cH:11][cH:12]1.[CH3:25][c:26]1[cH:27][cH:28][cH:29][cH:30][cH:31]1.[NH:13]1[CH2:14][CH:15]([CH2:19][C:20](=[O:21])[O:22][CH2:23][CH3:24])[CH2:16][CH2:17][CH2:18]1>>[CH2:2]([C:3](=[O:4])[c:5]1[cH:6][cH:7][c:8]([C:9]#[N:10])[cH:11][cH:12]1)[N:13]1[CH2:14][CH:15]([CH2:19][C:20](=[O:21])[O:22][CH2:23][CH3:24])[CH2:16][CH2:17][CH2:18]1. Reactants: CCO, [K+], COc1ccc2c(c1)CCC(c1ccccc1)C2c1ccc(OCC(O)CN)cc1, [OH-], S=C=S. The product is COc1ccc2c(c1)CCC(c1ccccc1)C2c1ccc(OCC2CNC(=S)O2)cc1. Reaction SMILES: [CH3:31][CH2:32][OH:33].[K+:35].[NH2:1][CH2:2][CH:3]([CH2:4][O:5][c:6]1[cH:7][cH:8][c:9]([CH:12]2[CH:13]([c:24]3[cH:25][cH:26][cH:27][cH:28][cH:29]3)[CH2:14][CH2:15][c:16]3[cH:17][c:18]([O:22][CH3:23])[cH:19][cH:20][c:21]32)[cH:10][cH:11]1)[OH:30].[OH-:34].[S:36]=[C:37]=[S:38]>>[NH:1]1[CH2:2][CH:3]([CH2:4][O:5][c:6]2[cH:7][cH:8][c:9]([CH:12]3[CH:13]([c:24]4[cH:25][cH:26][cH:27][cH:28][cH:29]4)[CH2:14][CH2:15][c:16]4[cH:17][c:18]([O:22][CH3:23])[cH:19][cH:20][c:21]43)[cH:10][cH:11]2)[O:30][C:37]1=[S:36].